This data is from the Open Reaction Database (ORD), a public repository of structured organic reaction records. The task is: describe an organic reaction: reactants, conditions, products, and yield The reactants are C(CC(=O)O)(=O)O (Malonic acid), N1CCCCC1 (piperidine), N1=CC=CC=C1 (pyridine), FC=1C=C(C=O)C=CC1OC (3-fluoro-4-methoxybenzaldehyde). Solvent: O (water). Conditions: temperature 120 celsius. Yields the product FC=1C=C(C=CC1OC)CCC(=O)O (3-(3-Fluoro-4-methoxyphenyl)propionic Acid). The yield is 65.8%. As a reaction SMILES: [C:1]([OH:7])(=[O:6])[CH2:2][C:3](O)=O.N1CCCCC1.N1C=CC=CC=1.[F:20][C:21]1[CH:22]=[C:23]([CH:26]=[CH:27][C:28]=1[O:29][CH3:30])C=O>O>[F:20][C:21]1[CH:22]=[C:23]([CH2:3][CH2:2][C:1]([OH:7])=[O:6])[CH:26]=[CH:27][C:28]=1[O:29][CH3:30]. Procedure: Malonic acid (7.5 g, 72.1 mmols) and piperidine (0.84 g, 9.83 mmols) were added to a pyridine (20 ml) solution of 3-fluoro-4-methoxybenzaldehyde (10.1 g, 65.5 mmols), and the mixture was stirred under heat at 120° C. for 7 hours. The reaction mixture was poured into water containing ice, and the powder that precipitated was taken out through filtration. The powder was dried and dissolved in acetic acid (300 ml) without being further purified. To this was added 5% palladium-carbon (3 g, containin... Starting materials: COC(=O)C=1N(C(C2=CC=C(C=C2C1OS(=O)(=O)C(F)(F)F)Cl)=O)CC1=CC=CC=C1 (2-benzyl-6-chloro-1-oxo-4-trifluoromethanesulfonyloxy-1,2-dihydroisoquinoline-3-carboxylic acid methyl ester), ClC=1C=C(C=CC1F)B(O)O (3-chloro-4-fluorophenylboronic acid), powder. Product: COC(=O)C=1N(C(C2=CC=C(C=C2C1C1=CC(=C(C=C1)F)Cl)Cl)=O)CC1=CC=CC=C1 (2-benzyl-6-chloro-4-(3-chloro-4-fluorophenyl)-1-oxo-1,2-dihydroisoquinoline-3-carboxylic acid methyl ester). RXN SMILES: [CH3:1][O:2][C:3]([C:5]1[N:6]([CH2:25][C:26]2[CH:31]=[CH:30][CH:29]=[CH:28][CH:27]=2)[C:7](=[O:24])[C:8]2[C:13]([C:14]=1OS(C(F)(F)F)(=O)=O)=[CH:12][C:11]([Cl:23])=[CH:10][CH:9]=2)=[O:4].[Cl:32][C:33]1[CH:34]=[C:35](B(O)O)[CH:36]=[CH:37][C:38]=1[F:39]>>[CH3:1][O:2][C:3]([C:5]1[N:6]([CH2:25][C:26]2[CH:27]=[CH:28][CH:29]=[CH:30][CH:31]=2)[C:7](=[O:24])[C:8]2[C:13]([C:14]=1[C:35]1[CH:36]=[CH:37][C:38]([F:39])=[C:33]([Cl:32])[CH:34]=1)=[CH:12][C:11]([Cl:23])=[CH:10][CH:9]=2)=[O:4]. Procedure: The present compound was synthesized by a method similar to that in Example 272 and using 2-benzyl-6-chloro-1-oxo-4-trifluoromethanesulfonyloxy-1,2-dihydroisoquinoline-3-carboxylic acid methyl ester (100 mg) and 3-chloro-4-fluorophenylboronic acid. A colorless powder (80 mg). The reactants are CCOC(=O)C(CCCCNC(=O)OC(C)(C)C)NC1CSc2ccccc2N(CC(=O)OC(C)(C)C)C1=O, CO, [Na+], [OH-], O. Yields the product CC(C)(C)OC(=O)CN1C(=O)C(NC(CCCCNC(=O)OC(C)(C)C)C(=O)O)CSc2ccccc21. RXN SMILES: [C:1]([CH3:2])([CH3:3])([CH3:4])[O:5][C:6](=[O:7])[NH:8][CH2:9][CH2:10][CH2:11][CH2:12][CH:13]([C:14](=[O:15])[O:16][CH2:17][CH3:18])[NH:19][CH:20]1[CH2:21][S:22][c:23]2[c:24]([cH:36][cH:37][cH:38][cH:39]2)[N:25]([CH2:28][C:29](=[O:30])[O:31][C:32]([CH3:33])([CH3:34])[CH3:35])[C:26]1=[O:27].[CH3:40][OH:41].[Na+:43].[OH-:42].[OH2:44]>>[C:1]([CH3:2])([CH3:3])([CH3:4])[O:5][C:6](=[O:7])[NH:8][CH2:9][CH2:10][CH2:11][CH2:12][CH:13]([C:14](=[O:15])[OH:16])[NH:19][CH:20]1[CH2:21][S:22][c:23]2[c:24]([cH:36][cH:37][cH:38][cH:39]2)[N:25]([CH2:28][C:29](=[O:30])[O:31][C:32]([CH3:33])([CH3:34])[CH3:35])[C:26]1=[O:27].